Dataset: the Open Reaction Database (ORD), a public repository of structured organic reaction records. Task: describe an organic reaction: reactants, conditions, products, and yield Reactants: CN1C(CC[C@@]2(C3=C(CC[C@@H]12)C=C(C=C3)Br)C)=O ((+)-(4aR)-(10bR)-4-methyl-8-bromo-10b-methyl-1,2,3,4,4a,5,6,10b-octahydrobenzo[f]quinolin-3-one), CC1=C(C=CC=C1)B(O)O (2-methylphenylboronic acid), C([O-])([O-])=O.[Na+].[Na+] (sodium carbonate), C1CCOC1 (THF). The reagents and catalysts are [Pd].C1(=CC=CC=C1)P(C1=CC=CC=C1)C1=CC=CC=C1.C1(=CC=CC=C1)P(C1=CC=CC=C1)C1=CC=CC=C1.C1(=CC=CC=C1)P(C1=CC=CC=C1)C1=CC=CC=C1.C1(=CC=CC=C1)P(C1=CC=CC=C1)C1=CC=CC=C1 (tetrakis (triphenylphosphine) palladium (0)). Run in C(Cl)(Cl)Cl (chloroform). Product: CN1C(CC[C@@]2(C3=C(CC[C@@H]12)C=C(C=C3)C3=C(C=CC=C3)C)C)=O ((+)-(4aR)-(10bR)-4-methyl-8-(2-methylphenyl)-10b-methyl-1,2,3,4,4a,5,6,10b-octahydrobenzo[f]quinolin-3-one). Isolated yield 70.3%. As a reaction SMILES: [CH3:1][N:2]1[C@H:11]2[C@@:6]([CH3:17])([C:7]3[CH:15]=[CH:14][C:13](Br)=[CH:12][C:8]=3[CH2:9][CH2:10]2)[CH2:5][CH2:4][C:3]1=[O:18].[CH3:19][C:20]1[CH:25]=[CH:24][CH:23]=[CH:22][C:21]=1B(O)O.C(=O)([O-])[O-].[Na+].[Na+].C1COCC1>C(Cl)(Cl)Cl.[Pd].C1(P(C2C=CC=CC=2)C2C=CC=CC=2)C=CC=CC=1.C1(P(C2C=CC=CC=2)C2C=CC=CC=2)C=CC=CC=1.C1(P(C2C=CC=CC=2)C2C=CC=CC=2)C=CC=CC=1.C1(P(C2C=CC=CC=2)C2C=CC=CC=2)C=CC=CC=1>[CH3:1][N:2]1[C@H:11]2[C@@:6]([CH3:17])([C:7]3[CH:15]=[CH:14][C:13]([C:21]4[CH:22]=[CH:23][CH:24]=[CH:25][C:20]=4[CH3:19])=[CH:12][C:8]=3[CH2:9][CH2:10]2)[CH2:5][CH2:4][C:3]1=[O:18] |f:2.3.4,7.8.9.10.11|. Reported procedure: A 15 mL round bottom flask was charged with (+)-(4aR)-(10bR)-4-methyl-8-bromo-10b-methyl-1,2,3,4,4a,5,6,10b-octahydrobenzo[f]quinolin-3-one (200 mg, 0.65 mmol), tetrakis (triphenylphosphine) palladium (0) (23 mg, 0.02 mmol), 2-methylphenylboronic acid (106 mg, 0.78 mmol), 0.65 mL of 2M sodium carbonate solution and 2 mL of THF, fitted with a reflux condenser, and the stirred mixture was heated at 80°, under nitrogen, for 24 h. The mixture was cooled, diluted with chloroform (75 mL) and washed wi... The reactants are [Cr](=O)(=O)([O-])O[Cr](=O)(=O)[O-].[NH+]1=CC=CC=C1.[NH+]1=CC=CC=C1 (pyridinium dichromate), C(Cl)Cl (methylene chloride), N1C(=NC=C1)C#CC(O)C1=CC=CC=C1 (α-[(2-imidazolyl)ethynyl]-benzenemethanol). The solvent is C(C)OCC (ethyl ether). Conditions: time 8 hour. Product: C1(=CC=CC=C1)C(C#CC=1NC=CN1)=O (1-Phenyl-3-(2-imidazolyl)-2-propyne-1-one). RXN SMILES: [Cr](O[Cr]([O-])(=O)=O)([O-])(=O)=O.[NH+]1C=CC=CC=1.[NH+]1C=CC=CC=1.C(Cl)Cl.[NH:25]1[CH:29]=[CH:28][N:27]=[C:26]1[C:30]#[C:31][CH:32]([C:34]1[CH:39]=[CH:38][CH:37]=[CH:36][CH:35]=1)[OH:33]>C(OCC)C>[C:34]1([C:32](=[O:33])[C:31]#[C:30][C:26]2[NH:25][CH:29]=[CH:28][N:27]=2)[CH:39]=[CH:38][CH:37]=[CH:36][CH:35]=1 |f:0.1.2|. Procedure: Place pyridinium dichromate (0.75 g, 2 mmol) and methylene chloride (15 mL) under argon atmosphere and cool to 0° C. Add α-[(2-imidazolyl)ethynyl]-benzenemethanol (297 mg, 1.5 mmol). Stir overnight while slowly warming to room temperature. Dilute with ethyl ether and filter the chromium salts. Purify by silica gel chromatography to give the title compound. Starting materials: ice water, N (ammonia), CC(=O)OCC1=C(N2[C@@H]([C@@H](C2=O)N)SC1)C(=O)O (7-ACA), C(C)OC(=O)CSC=1SC(=NN1)S (2-ethoxycarbonylmethylthio-5-mercapto-1,3,4-thiadiazole), COC(=O)C1=C(C(=C(C(=C1Cl)Cl)C(=O)OC)Cl)Cl (DCPA). The solvent is C(C)#N (acetonitrile). Reaction conditions: temperature 40 celsius, time 8 minute. Product: NC1[C@@H]2N(C(=C(CS2)CSC2=NN=C(S2)SCC(=O)OCC)C(=O)O)C1=O (7-amino-3-[(2-ethoxycarbonylmethylthio-1,3,4-thiadiazol-5-yl)thiomethyl]-3-cephem-4-carboxylic acid). Yield: 92.8%. Reaction SMILES: CC(O[CH2:5][C:6]1[CH2:15][S:14][C@@H:9]2[C@H:10]([NH2:13])[C:11](=[O:12])[N:8]2[C:7]=1[C:16]([OH:18])=[O:17])=O.[CH2:19]([O:21][C:22]([CH2:24][S:25][C:26]1[S:27][C:28]([SH:31])=[N:29][N:30]=1)=[O:23])[CH3:20].COC(C1C(Cl)=C(Cl)C(C(OC)=O)=C(Cl)C=1Cl)=O.N>C(#N)C>[NH2:13][CH:10]1[C:11](=[O:12])[N:8]2[C:7]([C:16]([OH:18])=[O:17])=[C:6]([CH2:5][S:31][C:28]3[S:27][C:26]([S:25][CH2:24][C:22]([O:21][CH2:19][CH3:20])=[O:23])=[N:30][N:29]=3)[CH2:15][S:14][C@H:9]12. Reported procedure: A 8.0 ml portion of acetonitrile was added to 1.36 g of 7-ACA and 1.54 g of 2-ethoxycarbonylmethylthio-5-mercapto-1,3,4-thiadiazole, and the mixture was cooled to -40° to -30° C., followed by adding thereto dropwise 5.40 g of DCPA under stirring. The external bath was removed and the reaction mixture was stirred for 8 minutes, then warmed at 40° C. and stirred for 20 minutes to allow the reaction to proceed. The reaction solution was poured into 10 ml of ice-water, which was adjusted to pH 4.4 w... The reactants are Cc1ccccc1NC(=O)c1cccnc1F, NC(CN1CCOCC1)c1ccccc1. Product: O=C(NC(CN1CCOCC1)c1ccccc1)c1cccnc1F. As a reaction SMILES: [F:16][c:17]1[c:18]([C:19](=[O:20])[NH:21][c:22]2[cH:23][cH:24][cH:25][cH:26][c:27]2[CH3:28])[cH:29][cH:30][cH:31][n:32]1.[O:1]1[CH2:2][CH2:3][N:4]([CH2:7][CH:8]([c:9]2[cH:10][cH:11][cH:12][cH:13][cH:14]2)[NH2:15])[CH2:5][CH2:6]1>>[O:1]1[CH2:2][CH2:3][N:4]([CH2:7][CH:8]([c:9]2[cH:10][cH:11][cH:12][cH:13][cH:14]2)[NH:15][C:19]([c:18]2[c:17]([F:16])[n:32][cH:31][cH:30][cH:29]2)=[O:20])[CH2:5][CH2:6]1.